From a dataset of the Open Reaction Database (ORD), a public repository of structured organic reaction records. describe an organic reaction: reactants, conditions, products, and yield Starting materials: CN(C)C(=S)Cl, Oc1ccc(I)cc1, C1CN2CCN1CC2, CN(C)C=O, O. Yields the product CN(C)C(=S)Oc1ccc(I)cc1. As a reaction SMILES: [CH3:17][N:18]([C:19](=[S:20])[Cl:21])[CH3:22].[I:1][c:2]1[cH:3][cH:4][c:5]([OH:8])[cH:6][cH:7]1.[N:9]12[CH2:10][CH2:11][N:12]([CH2:13][CH2:14]1)[CH2:15][CH2:16]2.[O:24]=[CH:25][N:26]([CH3:27])[CH3:28].[OH2:23]>>[I:1][c:2]1[cH:3][cH:4][c:5]([O:8][C:19]([N:18]([CH3:17])[CH3:22])=[S:20])[cH:6][cH:7]1. The reactants are OC1CCCC=2SC=CC21 (4-hydroxy-4,5,6,7-tetrahydrobenzo[b]thiophene), O1CCCC=C1 (dihydropyran), [NH+]1=CC=CC=C1.C1(=CC=C(C=C1)S(=O)(=O)[O-])C (pyridinium 4-toluenesulfonate). The solvent is C(Cl)Cl (CH2Cl2). Conditions: time 5 hour. The product is O1C(CCCC1)OC1CCCC=2SC=CC21 (4-tetrahydropyranyloxy-4,5,6,7-tetrahydrobenzo[b]thiophene). As a reaction SMILES: [OH:1][CH:2]1[C:10]2[CH:9]=[CH:8][S:7][C:6]=2[CH2:5][CH2:4][CH2:3]1.[O:11]1[CH:16]=[CH:15][CH2:14][CH2:13][CH2:12]1.[NH+]1C=CC=CC=1.C1(C)C=CC(S([O-])(=O)=O)=CC=1>C(Cl)Cl>[O:11]1[CH2:16][CH2:15][CH2:14][CH2:13][CH:12]1[O:1][CH:2]1[C:10]2[CH:9]=[CH:8][S:7][C:6]=2[CH2:5][CH2:4][CH2:3]1 |f:2.3|. Procedure details: A mixture of 19.0 g (0.123 mol) of product from Step A, 15.53 g (0.185 mol) of dihydropyran, 2.56 g (0.010 mol) of pyridinium-4-toluenesulfonate, and 700 ml CH2Cl2 was stirred at ambient temperature for 5 hours. The reaction mixture was washed twice with half saturated NaCl solution, dried (Na2SO4), filtered, and evaporated. The residual colorless oil was distilled (112° C., 0.05 mm Hg) yielding a quantitative amount of product. The reactants are CC(=O)[O-], CC(=O)[O-], Cc1ccccc1, CCCc1c(Cc2ccc(-c3ccccc3C#N)cc2F)c(=O)n(C2CC(O)C2)c2nc(C)nn12, CCOC(=O)C=[N+]=[N-], [Rh+2]. The product is CCCc1c(Cc2ccc(-c3ccccc3C#N)cc2F)c(=O)n(C2CC(OCC(=O)OCC)C2)c2nc(C)nn12. Reaction SMILES: [C:44]([O-:45])(=[O:46])[CH3:47].[C:49]([O-:50])(=[O:51])[CH3:52].[CH3:53][c:54]1[cH:55][cH:56][cH:57][cH:58][cH:59]1.[F:1][c:2]1[cH:3][c:4](-[c:28]2[c:29]([C:34]#[N:35])[cH:30][cH:31][cH:32][cH:33]2)[cH:5][cH:6][c:7]1[CH2:8][c:9]1[c:10](=[O:27])[n:11]([CH:22]2[CH2:23][CH:24]([OH:26])[CH2:25]2)[c:12]2[n:13]([c:14]1[CH2:15][CH2:16][CH3:17])[n:18][c:19]([CH3:21])[n:20]2.[N+:36](=[N-:37])=[CH:38][C:39](=[O:40])[O:41][CH2:42][CH3:43].[Rh+2:48]>>[F:1][c:2]1[cH:3][c:4](-[c:28]2[c:29]([C:34]#[N:35])[cH:30][cH:31][cH:32][cH:33]2)[cH:5][cH:6][c:7]1[CH2:8][c:9]1[c:10](=[O:27])[n:11]([CH:22]2[CH2:23][CH:24]([O:26][CH2:38][C:39](=[O:40])[O:41][CH2:42][CH3:43])[CH2:25]2)[c:12]2[n:13]([c:14]1[CH2:15][CH2:16][CH3:17])[n:18][c:19]([CH3:21])[n:20]2. Reactants: COC(=O)c1cccc(CBr)c1, CCN(C(C)C)C(C)C, NCc1ccc(Cl)cc1Cl, ClCCl. Yields the product COC(=O)c1cccc(CNCc2ccc(Cl)cc2Cl)c1. As a reaction SMILES: [CH3:20][O:21][C:22]([c:23]1[cH:24][c:25]([CH2:29][Br:30])[cH:26][cH:27][cH:28]1)=[O:31].[CH:11]([N:12]([CH:13]([CH3:14])[CH3:15])[CH2:16][CH3:17])([CH3:18])[CH3:19].[Cl:1][c:2]1[c:3]([CH2:4][NH2:5])[cH:6][cH:7][c:8]([Cl:10])[cH:9]1.[Cl:32][CH2:33][Cl:34]>>[Cl:1][c:2]1[c:3]([CH2:4][NH:5][CH2:29][c:25]2[cH:24][c:23]([C:22]([O:21][CH3:20])=[O:31])[cH:28][cH:27][cH:26]2)[cH:6][cH:7][c:8]([Cl:10])[cH:9]1. Starting materials: CON(C)C(=O)C(O[Si](C)(C)C(C)(C)C)c1ccccc1, CC(C)[Mg+], CC(C)S(=O)(=O)n1c(N)nc2ccc(I)cc21, [Cl-], [Cl-], [NH4+], C1CCOC1. The product is CC(C)S(=O)(=O)n1c(N)nc2ccc(C(=O)C(O[Si](C)(C)C(C)(C)C)c3ccccc3)cc21. RXN SMILES: [C:23]([CH3:24])([CH3:25])([CH3:26])[Si:27]([O:28][CH:29]([C:30](=[O:31])[N:32]([O:33][CH3:34])[CH3:35])[c:36]1[cH:37][cH:38][cH:39][cH:40][cH:41]1)([CH3:42])[CH3:43].[CH:2]([Mg+:3])([CH3:4])[CH3:5].[CH:6]([CH3:7])([CH3:8])[S:9](=[O:10])(=[O:11])[n:12]1[c:13]([NH2:22])[n:14][c:15]2[c:16]1[cH:17][c:18]([I:21])[cH:19][cH:20]2.[Cl-:1].[Cl-:44].[NH4+:45].[O:46]1[CH2:47][CH2:48][CH2:49][CH2:50]1>>[CH:6]([CH3:7])([CH3:8])[S:9](=[O:10])(=[O:11])[n:12]1[c:13]([NH2:22])[n:14][c:15]2[c:16]1[cH:17][c:18]([C:30]([CH:29]([O:28][Si:27]([C:23]([CH3:24])([CH3:25])[CH3:26])([CH3:42])[CH3:43])[c:36]1[cH:37][cH:38][cH:39][cH:40][cH:41]1)=[O:31])[cH:19][cH:20]2.